From a dataset of the Open Reaction Database (ORD), a public repository of structured organic reaction records. describe an organic reaction: reactants, conditions, products, and yield The reactants are C1COCCN1, CN1CCNCC1, COc1cc(CCN2CCN(C)CC2)ccc1N. Product: COc1cc(CCN2CCOCC2)ccc1N. As a reaction SMILES: [CH2:26]1[NH:27][CH2:29][CH2:30][O:28][CH2:31]1.[CH3:19][N:20]1[CH2:21][CH2:22][NH:23][CH2:24][CH2:25]1.[CH3:1][O:2][c:3]1[c:4]([NH2:18])[cH:5][cH:6][c:7]([CH2:9][CH2:10][N:11]2[CH2:12][CH2:13][N:14]([CH3:17])[CH2:15][CH2:16]2)[cH:8]1>>[CH3:1][O:2][c:3]1[c:4]([NH2:18])[cH:5][cH:6][c:7]([CH2:9][CH2:10][N:11]2[CH2:12][CH2:13][O:28][CH2:15][CH2:16]2)[cH:8]1.